Dataset: the Open Reaction Database (ORD), a public repository of structured organic reaction records. Task: describe an organic reaction: reactants, conditions, products, and yield Starting materials: ClC1=C(C=C(C(=C1)Cl)OC(C)C)N1N=C(N(C1=O)C)C(F)F (1-[2,4-dichloro-5-(1-methylethoxy)phenyl]-3-difluoromethyl-4,5-dihydro-4-methyl-1,2,4-triazol-5(1H)-one). Run in S(O)(O)(=O)=O (sulfuric acid). Yields the product ClC1=C(C=C(C(=C1)Cl)O)N1N=C(N(C1=O)C)C(F)F (1-(2,4-dichloro-5-hydroxyphenyl)-3-difluoromethyl-4,5-dihydro-4-methyl-1,2,4-triazol-5(1H)-one). Yield: 71.7%. As a reaction SMILES: [Cl:1][C:2]1[CH:7]=[C:6]([Cl:8])[C:5]([O:9]C(C)C)=[CH:4][C:3]=1[N:13]1[C:17](=[O:18])[N:16]([CH3:19])[C:15]([CH:20]([F:22])[F:21])=[N:14]1>S(=O)(=O)(O)O>[Cl:1][C:2]1[CH:7]=[C:6]([Cl:8])[C:5]([OH:9])=[CH:4][C:3]=1[N:13]1[C:17](=[O:18])[N:16]([CH3:19])[C:15]([CH:20]([F:21])[F:22])=[N:14]1. Procedure details: Hydrolysis of 2.2 g (0.0063 mole) of 1-[2,4-dichloro-5-(1-methylethoxy)phenyl]-3-difluoromethyl-4,5-dihydro-4-methyl-1,2,4-triazol-5(1H)-one in 5 mL of concentrated sulfuric acid produced 1.4 g of 1-(2,4-dichloro-5-hydroxyphenyl)-3-difluoromethyl-4,5-dihydro-4-methyl-1,2,4-triazol-5(1H)-one (mp 176°-179° C.). Starting materials: COc1ccc(N)c(=O)cc1, COC(=O)C1=C(O)c2ccccc2S(=O)(=O)N1C, Cc1ccccc1C. Product: COc1ccc(NC(=O)C2=C(O)c3ccccc3S(=O)(=O)N2C)c(=O)cc1. RXN SMILES: [NH2:19][c:20]1[c:21](=[O:29])[cH:22][cH:23][c:24]([O:27][CH3:28])[cH:25][cH:26]1.[OH:1][C:2]1=[C:3]([C:15]([O:17][CH3:16])=[O:18])[N:4]([CH3:14])[S:5](=[O:12])(=[O:13])[c:6]2[c:7]1[cH:8][cH:9][cH:10][cH:11]2.[c:30]1([CH3:31])[c:32]([CH3:33])[cH:34][cH:35][cH:36][cH:37]1>>[OH:1][C:2]1=[C:3]([C:15](=[O:17])[NH:19][c:20]2[c:21](=[O:29])[cH:22][cH:23][c:24]([O:27][CH3:28])[cH:25][cH:26]2)[N:4]([CH3:14])[S:5](=[O:12])(=[O:13])[c:6]2[c:7]1[cH:8][cH:9][cH:10][cH:11]2. Starting materials: ClCCCC1=C(CCl)C=CC=C1 (2-(3-chloro propyl)-benzyl chloride), C1(CC(CCC1)=O)=O (1,3-cyclohexanedione), [OH-].[K+] (KOH). The solvent is CO (methanol). The product is ClCCCC1=C(CC2C(CCCC2=O)=O)C=CC=C1 (2-[2-(3-Chloropropyl)benzyl]-1,3-cyclohexanedione). Reaction SMILES: [Cl:1][CH2:2][CH2:3][CH2:4][C:5]1[CH:12]=[CH:11][CH:10]=[CH:9][C:6]=1[CH2:7]Cl.[C:13]1(=[O:20])[CH2:18][CH2:17][CH2:16][C:15](=[O:19])[CH2:14]1.[OH-].[K+]>CO>[Cl:1][CH2:2][CH2:3][CH2:4][C:5]1[CH:12]=[CH:11][CH:10]=[CH:9][C:6]=1[CH2:7][CH:14]1[C:15](=[O:19])[CH2:16][CH2:17][CH2:18][C:13]1=[O:20] |f:2.3|. Reported procedure: A solution of 155 g (0.75 mol) of 2-(3-chloropropyl)benzyl chloride 2 [Page, et al., J. Amer. Chem. Soc. 75:2053 (1953)], 91 g (0.81 mol) of 1,3-cyclohexanedione 1 [Aldrich Chem. Co. 10,160-5; Beilstein 7, 554], and 47 g of 85% KOH in 400 ml of methanol was refluxed 16 hours. After concentrating, the residue was partitioned between benzene and dilute aqueous NaOH solution. Acidification of the aqueous phase gave a solid that was recrystallized from ethyl acetate to give 34 g of the dione 3, mp 1... Starting materials: BrC1=C(C(=C(S1)C=1SC=2N=C(SC2N1)C=1SC(=C(C1CCCCCCCCCCCCCC)Br)Br)CCCCCCCCCCCCCC)Br (2,5-bis(5,4 dibromo-3-tetradecyl-2-thienyl)-thiazolo[5,4-d]thiazole), Cl (HCl), C(C)(=O)O (acetic acid), C(C)O (ethanol). The reagents and catalysts are [Zn] (Zn). Solvent: C1(=CC=CC=C1)C (toluene). Conditions: temperature 100 celsius. Yields the product BrC=1C(=C(SC1)C=1SC=2N=C(SC2N1)C=1SC=C(C1CCCCCCCCCCCCCC)Br)CCCCCCCCCCCCCC (2,5-Bis(4-bromo-3-tetradecyl-2-thienyl)-thiazolo[5,4-d]thiazole). Reaction SMILES: Br[C:2]1[S:6][C:5]([C:7]2[S:8][C:9]3[N:10]=[C:11]([C:15]4[S:16][C:17](Br)=[C:18]([Br:34])[C:19]=4[CH2:20][CH2:21][CH2:22][CH2:23][CH2:24][CH2:25][CH2:26][CH2:27][CH2:28][CH2:29][CH2:30][CH2:31][CH2:32][CH3:33])[S:12][C:13]=3[N:14]=2)=[C:4]([CH2:36][CH2:37][CH2:38][CH2:39][CH2:40][CH2:41][CH2:42][CH2:43][CH2:44][CH2:45][CH2:46][CH2:47][CH2:48][CH3:49])[C:3]=1[Br:50].Cl.C(O)(=O)C.C(O)C>[Zn].C1(C)C=CC=CC=1>[Br:50][C:3]1[C:4]([CH2:36][CH2:37][CH2:38][CH2:39][CH2:40][CH2:41][CH2:42][CH2:43][CH2:44][CH2:45][CH2:46][CH2:47][CH2:48][CH3:49])=[C:5]([C:7]2[S:8][C:9]3[N:10]=[C:11]([C:15]4[S:16][CH:17]=[C:18]([Br:34])[C:19]=4[CH2:20][CH2:21][CH2:22][CH2:23][CH2:24][CH2:25][CH2:26][CH2:27][CH2:28][CH2:29][CH2:30][CH2:31][CH2:32][CH3:33])[S:12][C:13]=3[N:14]=2)[S:6][CH:2]=1. Procedure details: To a 50 mL round bottom flask were added to 0.800 g of 2,5-bis(5,4 dibromo-3-tetradecyl-2-thienyl)-thiazolo[5,4-d]thiazole, 0.500 g Zn dust, 3 mL 3 M HCl, 2 mL acetic acid, 15 mL ethanol, and 15 mL toluene. The flask was heated to 100° C. for 3 hours. The reaction mixture was then filtered and the solvents were removed by rotary evaporation. The residue was purified by column chromatography using a mixture of hexane and dichloromethane to give the desired compound. The NMR data were obtained and... Reactants: FC1=CC(=C2C(NC=NC2=C1)=O)OC(C)C (7-fluoro-5-isopropoxyquinazolin-4(3H)-one), COCCO (2-methoxyethanol). Conditions: temperature 120 celsius. Product: C(C)(C)OC1=C2C(NC=NC2=CC(=C1)OCCOC)=O (5-isopropoxy-7-(2-methoxyethoxy)quinazolin-4(3H)-one). Isolated yield 27.8%. Reaction SMILES: F[C:2]1[CH:11]=[C:10]2[C:5]([C:6](=[O:12])[NH:7][CH:8]=[N:9]2)=[C:4]([O:13][CH:14]([CH3:16])[CH3:15])[CH:3]=1.[CH3:17][O:18][CH2:19][CH2:20][OH:21]>>[CH:14]([O:13][C:4]1[CH:3]=[C:2]([O:21][CH2:20][CH2:19][O:18][CH3:17])[CH:11]=[C:10]2[C:5]=1[C:6](=[O:12])[NH:7][CH:8]=[N:9]2)([CH3:16])[CH3:15]. Procedure: An analogous reaction to that described in example 137b, but starting with 7-fluoro-5-isopropoxyquinazolin-4(3H)-one (444 mg, 2 mmol) and 2-methoxyethanol (0.32 ml, 4.06 mmol) and heating at 120° C. for 1.5 hours yielded 5-isopropoxy-7-(2-methoxyethoxy)quinazolin-4(3H)-one (155 mg, 28% yield) as a beige solid: